From a dataset of the Open Reaction Database (ORD), a public repository of structured organic reaction records. describe an organic reaction: reactants, conditions, products, and yield Starting materials: C(C)C1C(=NNC(C1)=O)C1=CC2=C(N=C(O2)C2=CC=C(OCC(=O)OC(C)(C)C)C=C2)C=C1 (tert-butyl {4-[6-(4-ethyl-6-oxo-1,4,5,6-tetrahydro-pyridazin-3-yl)-benzoxazol-2-yl]-phenoxy}-acetate), C(=O)(C(F)(F)F)O (TFA). Solvent: C(Cl)Cl (DCM). The product is C(C)C1C(=NNC(C1)=O)C1=CC2=C(N=C(O2)C2=CC=C(OCC(=O)O)C=C2)C=C1 (4-[6-(4-ethyl-6-oxo-1,4,5,6-tetrahydro-pyridazin-3-yl)-benzoxazol-2-yl]-phenoxy-acetic acid). RXN SMILES: [CH2:1]([CH:3]1[CH2:8][C:7](=[O:9])[NH:6][N:5]=[C:4]1[C:10]1[CH:33]=[CH:32][C:13]2[N:14]=[C:15]([C:17]3[CH:31]=[CH:30][C:20]([O:21][CH2:22][C:23]([O:25]C(C)(C)C)=[O:24])=[CH:19][CH:18]=3)[O:16][C:12]=2[CH:11]=1)[CH3:2].C(O)(C(F)(F)F)=O>C(Cl)Cl>[CH2:1]([CH:3]1[CH2:8][C:7](=[O:9])[NH:6][N:5]=[C:4]1[C:10]1[CH:33]=[CH:32][C:13]2[N:14]=[C:15]([C:17]3[CH:31]=[CH:30][C:20]([O:21][CH2:22][C:23]([OH:25])=[O:24])=[CH:19][CH:18]=3)[O:16][C:12]=2[CH:11]=1)[CH3:2]. Procedure details: 20 mg (44 μmol) tert-butyl {4-[6-(4-ethyl-6-oxo-1,4,5,6-tetrahydro-pyridazin-3-yl)-benzoxazol-2-yl]-phenoxy}-acetate (Example 66), 500 μl TFA and 1 ml DCM are stirred together for 2 h at RT, then the solv. is totally eliminated i.V. and the residue is crystallised from cyclohexane/EA.